Dataset: the Open Reaction Database (ORD), a public repository of structured organic reaction records. Task: describe an organic reaction: reactants, conditions, products, and yield Starting materials: C([O-])(O)=O.[Na+] (sodium bicarbonate), C(C)SC1=CC=NC=C1C(=O)NC=1C(=NC=C(C1)C(F)(F)F)S (4-ethylsulfanyl-N-[2-mercapto-5-(trifluoromethyl)pyridin-3-yl]nicotinamide), acid-hydrate, CN(C)C=O (DMF). Run in C1(=CC=CC=C1)C (toluene). Conditions: temperature 150 celsius, time 10 hour. Yields the product C(C)SC1=C(C=NC=C1)C=1SC2=NC=C(C=C2N1)C(F)(F)F (2-(4-ethylsulfanylpyridin-3-yl)-6-(trifluoromethyl)thiazolo[5,4-b]pyridine). The yield is 31.1%. Reaction SMILES: [CH2:1]([S:3][C:4]1[C:9]([C:10]([NH:12][C:13]2[C:14]([SH:23])=[N:15][CH:16]=[C:17]([C:19]([F:22])([F:21])[F:20])[CH:18]=2)=O)=[CH:8][N:7]=[CH:6][CH:5]=1)[CH3:2].CN(C=O)C.C(=O)(O)[O-].[Na+]>C1(C)C=CC=CC=1>[CH2:1]([S:3][C:4]1[CH:5]=[CH:6][N:7]=[CH:8][C:9]=1[C:10]1[S:23][C:14]2[C:13]([N:12]=1)=[CH:18][C:17]([C:19]([F:22])([F:21])[F:20])=[CH:16][N:15]=2)[CH3:2] |f:2.3|. Procedure details: A mixture of 494 mg of 4-ethylsulfanyl-N-[2-mercapto-5-(trifluoromethyl)pyridin-3-yl]nicotinamide, 1.05 g of p-toluenesolufonic acid-hydrate, 3 ml of DMF and 1 ml of toluene was heated and stirred at 150° C. for 10 hours. A saturated aqueous sodium bicarbonate solution was poured to the cooled reaction mixture, and the precipitated solid was filtered. The resulting solid was applied to a silica gel column chromatography to obtain 146 mg of 2-(4-ethylsulfanylpyridin-3-yl)-6-(trifluoromethyl)thiaz... The reactants are CN(C)CC1CC1c1ccc2[nH]cc(C=O)c2c1, CC(=O)O, CCC[N+](=O)[O-], [NH4+], [NH4+], [Na+], [OH-], O, O=P([O-])([O-])O. Product: CN(C)CC1CC1c1ccc2[nH]cc(C#N)c2c1. As a reaction SMILES: [CH3:1][N:2]([CH3:3])[CH2:4][CH:5]1[CH:6]([c:8]2[cH:9][c:10]3[c:11]([CH:17]=[O:18])[cH:12][nH:13][c:14]3[cH:15][cH:16]2)[CH2:7]1.[CH3:34][C:35](=[O:36])[OH:37].[N+:26]([CH2:27][CH2:28][CH3:29])([O-:30])=[O:31].[NH4+:24].[NH4+:25].[Na+:33].[OH-:32].[OH2:38].[P:19]([O-:20])([O-:21])([OH:22])=[O:23]>>[CH3:1][N:2]([CH3:3])[CH2:4][CH:5]1[CH:6]([c:8]2[cH:9][c:10]3[c:11]([C:17]#[N:26])[cH:12][nH:13][c:14]3[cH:15][cH:16]2)[CH2:7]1. The reactants are n-tetrabutyl tin, [benzyl (chloro) bis(triphenyl phosphine)]palladium, C1(=CC=CC=C1)CC(=O)Cl (phenyl acetyl chloride). The solvent is O1CCCC1 (tetrahydrofuran). Conditions: time 15 hour. Product: C1(=CC=CC=C1)CC(CCCC)=O (1-phenyl-2-hexanone). As a reaction SMILES: [C:1]1([CH2:7][C:8](Cl)=[O:9])[CH:6]=[CH:5][CH:4]=[CH:3][CH:2]=1>O1CCCC1>[C:1]1([CH2:7][C:8](=[O:9])[CH2:6][CH2:1][CH2:2][CH3:3])[CH:6]=[CH:5][CH:4]=[CH:3][CH:2]=1. Procedure details: 100 ml of n-tetrabutyl tin, then 120 mg of [benzyl (chloro) bis(triphenyl phosphine)]palladium were added to a solution of 40 ml of phenyl acetyl chloride in 500 ml of tetrahydrofuran. The mixture was stirred for 15 hours at reflux, filtered on clarcel and evaporated to dryness. The residue was distilled at 65° C. to 68° C. under 0.5 mm of mercury and the main fraction was chromatographed on silica (eluant: hexane - ethyl acetate (9-1)) to obtain 27.5 g of the desired product. Reactants: CC1=CC=C(C=C1)C1=NNC=2CCCCC12 (3-(4-methylphenyl)-4,5,6,7-tetrahydro-1H-indazole). Reagents/catalysts: [Pd] (Pd/C). Solvent: C1CCC[C@@H]2CCCC[C@@H]12 (trans-decahydronaphthalene). Product: CC1=CC=C(C=C1)C1=NNC2=CC=CC=C12 (3-(4-Methylphenyl)-1H-indazole). Yield: 81.5%. Reaction SMILES: [CH3:1][C:2]1[CH:7]=[CH:6][C:5]([C:8]2[C:16]3[CH2:15][CH2:14][CH2:13][CH2:12][C:11]=3[NH:10][N:9]=2)=[CH:4][CH:3]=1>C1[C@H]2[C@@H](CCCC2)CCC1.[Pd]>[CH3:1][C:2]1[CH:3]=[CH:4][C:5]([C:8]2[C:16]3[C:11](=[CH:12][CH:13]=[CH:14][CH:15]=3)[NH:10][N:9]=2)=[CH:6][CH:7]=1. Reported procedure: Into the solution of compound 8 (12.3 g, 0.058 mol) in trans-decahydronaphthalene (trans-decalin) was added 10% Pd/C (2.7 g), and the mixture was heated under reflux for 4 h, and then concentrated in vacuo in oil bath until there were about 20 mL solution left. Petroleum ether (80 mL) was added into the residue while hot, and the mixture was well mixed by shaking. The mixture was allowed to precipitate upon cooling to afford 3-(4-methylphenyl)-1H-indazole (10, 9.85 g, 82% yield). Reaction conditions: temperature 0 celsius, time 1 hour. RXN SMILES: [C:1]([O:5][C:6]([N:8]1[CH2:13][C@@H:12]([N:14]([C:19]([C:21]2[N:22]=[N:23][N:24]([C:32]3[CH:37]=[CH:36][CH:35]=[CH:34][C:33]=3[CH3:38])[C:25]=2[CH2:26][O:27][CH2:28][CH2:29][O:30][CH3:31])=[O:20])[CH2:15][CH:16]([CH3:18])[CH3:17])[CH2:11][C@@H:10]([C:39](O)=[O:40])[CH2:9]1)=[O:7])([CH3:4])([CH3:3])[CH3:2].CN1CCOCC1.C(Cl)(=O)OCC.[BH4-].[Na+]>C1COCC1.C(=O)([O-])O.[Na+].CO>[OH:40][CH2:39][C@@H:10]1[CH2:11][C@H:12]([N:14]([C:19]([C:21]2[N:22]=[N:23][N:24]([C:32]3[CH:37]=[CH:36][CH:35]=[CH:34][C:33]=3[CH3:38])[C:25]=2[CH2:26][O:27][CH2:28][CH2:29][O:30][CH3:31])=[O:20])[CH2:15][CH:16]([CH3:18])[CH3:17])[CH2:13][N:8]([C:6]([O:5][C:1]([CH3:3])([CH3:2])[CH3:4])=[O:7])[CH2:9]1 |f:3.4,6.7|. Run in CO (methanol), C1CCOC1 (THF), C(O)([O-])=O.[Na+] (sodium hydrogen carbonate). Yield: 80.2%. Product: OC[C@H]1CN(C[C@H](C1)N(CC(C)C)C(=O)C=1N=NN(C1COCCOC)C1=C(C=CC=C1)C)C(=O)OC(C)(C)C (tert-butyl(3R,5S)-3-(hydroxymethyl)-5-[({5-[(2-methoxyethoxy)methyl]-1-(2-methylphenyl)-1H-1,2,3-triazol-4- yl}carbonyl)(2-methylpropyl)amino]piperidine-1-carboxylate). Reported procedure: (3R,5S)-1-(tert-Butoxycarbonyl)-5-[({5-[(2-methoxyethoxy)methyl]-1-(2-methylphenyl)-1H-1,2,3-triazol-4-yl}carbonyl)(2-methylpropyl)amino]piperidine-3-carboxylic acid (900 mg) and 1-methylmorpholine (274 μl) were dissolved in THF (5 ml), ethyl chlorocarbonate (230 μl) was added under ice-cooling and the mixture was stirred at 0° C. for 1 hr. Sodium tetrahydroborate (200 mg) and methanol (2 ml) were added to the reaction mixture, and the mixture was further stirred at room temperature for 14 hr. T... Reactants: C(OCC)(=O)Cl (ethyl chlorocarbonate), [BH4-].[Na+] (Sodium tetrahydroborate), C(C)(C)(C)OC(=O)N1C[C@@H](C[C@@H](C1)N(CC(C)C)C(=O)C=1N=NN(C1COCCOC)C1=C(C=CC=C1)C)C(=O)O ((3R,5S)-1-(tert-Butoxycarbonyl)-5-[({5-[(2-methoxyethoxy)methyl]-1-(2-methylphenyl)-1H-1,2,3-triazol-4-yl}carbonyl)(2-methylpropyl)amino]piperidine-3-carboxylic acid), CN1CCOCC1 (1-methylmorpholine). The reactants are CCSCl, CCSSCC, ClCCl, N#Cc1ccc(Oc2cccc(O)c2)c(Cl)c1, Cl. Product: CCSc1ccc(Oc2ccc(C#N)cc2Cl)cc1O. RXN SMILES: [CH2:18]([CH3:19])[S:20][Cl:21].[CH2:22]([S:23][S:24][CH2:25][CH3:26])[CH3:27].[CH2:29]([Cl:30])[Cl:31].[Cl:1][c:2]1[c:3]([O:4][c:5]2[cH:6][c:7]([OH:11])[cH:8][cH:9][cH:10]2)[cH:12][cH:13][c:14]([C:16]#[N:17])[cH:15]1.[Cl:28]>>[Cl:1][c:2]1[c:3]([O:4][c:5]2[cH:6][c:7]([OH:11])[c:8]([S:20][CH2:18][CH3:19])[cH:9][cH:10]2)[cH:12][cH:13][c:14]([C:16]#[N:17])[cH:15]1.